From a dataset of the Open Reaction Database (ORD), a public repository of structured organic reaction records. describe an organic reaction: reactants, conditions, products, and yield Reactants: ClC1=NC=C(C=C1)OCOC (2-chloro-5-(methoxymethoxy)pyridine), FC=1C=C(C=CC1)B(O)O ((3-fluorophenyl)boronic acid), C(=O)([O-])[O-].[Na+].[Na+] (Na2CO3). Reagents/catalysts: C=1C=CC(=CC1)[P](C=2C=CC=CC2)(C=3C=CC=CC3)[Pd]([P](C=4C=CC=CC4)(C=5C=CC=CC5)C=6C=CC=CC6)([P](C=7C=CC=CC7)(C=8C=CC=CC8)C=9C=CC=CC9)[P](C=1C=CC=CC1)(C=1C=CC=CC1)C=1C=CC=CC1 (Pd(PPh3)4). Run in CN(C=O)C.O (N,N-dimethylformamide H2O). Reaction conditions: time 30 minute. Product: FC=1C=C(C=CC1)C1=NC=C(C=C1)OCOC (2-(3-fluorophenyl)-5-(methoxymethoxy)pyridine). Isolated yield 81.9%. Reaction SMILES: Cl[C:2]1[CH:7]=[CH:6][C:5]([O:8][CH2:9][O:10][CH3:11])=[CH:4][N:3]=1.[F:12][C:13]1[CH:14]=[C:15](B(O)O)[CH:16]=[CH:17][CH:18]=1.C([O-])([O-])=O.[Na+].[Na+]>CN(C)C=O.O.C1C=CC([P]([Pd]([P](C2C=CC=CC=2)(C2C=CC=CC=2)C2C=CC=CC=2)([P](C2C=CC=CC=2)(C2C=CC=CC=2)C2C=CC=CC=2)[P](C2C=CC=CC=2)(C2C=CC=CC=2)C2C=CC=CC=2)(C2C=CC=CC=2)C2C=CC=CC=2)=CC=1>[F:12][C:13]1[CH:18]=[C:17]([C:2]2[CH:7]=[CH:6][C:5]([O:8][CH2:9][O:10][CH3:11])=[CH:4][N:3]=2)[CH:16]=[CH:15][CH:14]=1 |f:2.3.4,5.6,^1:37,39,58,77|. Procedure: 200 mg (1.0 eq) of the obtained 2-chloro-5-(methoxymethoxy)pyridine was dissolved in N,N-dimethylformamide/H2O=5:1 (16 mL), 193 mg (1.2 eq) of (3-fluorophenyl)boronic acid, 48 mg (3 mol %) of Pd(PPh3)4 and 586 mg (4.0 eq) of Na2CO3 were added. After reacting with microwave reactor at 120° C. for 30 minutes, N,N-dimethylformamide was removed by concentrating under reduced pressure. After extracting with ethyl acetate, the extract was treated with anhydrous magnesium sulfate, and concentrated unde... The reactants are FC(F)(F)c1cc(Br)c2[nH]cnc2c1, O=C([O-])[O-], [K+], [K+], CN(C)C=O, CCOC(=O)C#Cc1ccccc1. Yields the product CCOC(=O)C=C(c1ccccc1)n1cnc2c(Br)cc(C(F)(F)F)cc21. As a reaction SMILES: [Br:1][c:2]1[cH:3][c:4]([C:11]([F:12])([F:13])[F:14])[cH:5][c:6]2[n:7][cH:8][nH:9][c:10]12.[C:15](=[O:16])([O-:17])[O-:18].[K+:19].[K+:20].[O:34]=[CH:35][N:36]([CH3:37])[CH3:38].[c:21]1([C:27]#[C:28][C:29](=[O:30])[O:31][CH2:32][CH3:33])[cH:22][cH:23][cH:24][cH:25][cH:26]1>>[Br:1][c:2]1[cH:3][c:4]([C:11]([F:12])([F:13])[F:14])[cH:5][c:6]2[n:7]([C:27]([c:21]3[cH:22][cH:23][cH:24][cH:25][cH:26]3)=[CH:28][C:29](=[O:30])[O:31][CH2:32][CH3:33])[cH:8][n:9][c:10]12.